Dataset: the Open Reaction Database (ORD), a public repository of structured organic reaction records. Task: describe an organic reaction: reactants, conditions, products, and yield Reaction SMILES: [Br:1][c:2]1[cH:3][cH:4][cH:5][c:6]2[cH:7][n:8][c:9]([Cl:12])[n:10][c:11]12.[CH2:21]1[CH2:22][CH2:23][C:24]2=[N:29][CH2:28][CH2:27][CH2:26][N:25]2[CH2:30][CH2:31]1.[CH3:32][C:33]#[N:34].[NH2:13][CH:14]1[CH2:15][CH2:16][CH:17]([OH:20])[CH2:18][CH2:19]1>>[Br:1][c:2]1[cH:3][cH:4][cH:5][c:6]2[cH:7][n:8][c:9]([NH:13][CH:14]3[CH2:15][CH2:16][CH:17]([OH:20])[CH2:18][CH2:19]3)[n:10][c:11]12. The product is OC1CCC(Nc2ncc3cccc(Br)c3n2)CC1. Starting materials: Clc1ncc2cccc(Br)c2n1, C1CCC2=NCCCN2CC1, CC#N, NC1CCC(O)CC1. The reactants are C, COc1cc2c(cc1OC)CN(Cc1ccccc1)C2, CO, [Pd]. Yields the product COc1cc2c(cc1OC)CNC2. RXN SMILES: [C:23].[CH2:1]([c:2]1[cH:3][cH:4][cH:5][cH:6][cH:7]1)[N:8]1[CH2:9][c:10]2[cH:11][c:12]([O:19][CH3:20])[c:13]([O:17][CH3:18])[cH:14][c:15]2[CH2:16]1.[CH3:21][OH:22].[Pd:24]>>[NH:8]1[CH2:9][c:10]2[cH:11][c:12]([O:19][CH3:20])[c:13]([O:17][CH3:18])[cH:14][c:15]2[CH2:16]1. Reactants: C1CCOC1, CI, [Cl-], [NH4+], CCCC1NS(=O)(=O)N(Cc2ccccc2)C1=O. Product: CCCC1C(=O)N(Cc2ccccc2)S(=O)(=O)N1C. As a reaction SMILES: [CH2:23]1[O:24][CH2:25][CH2:26][CH2:27]1.[CH3:19][I:20].[Cl-:21].[NH4+:22].[c:1]1([CH2:7][N:8]2[S:9](=[O:17])(=[O:18])[NH:10][CH:11]([CH2:14][CH2:15][CH3:16])[C:12]2=[O:13])[cH:2][cH:3][cH:4][cH:5][cH:6]1>>[c:1]1([CH2:7][N:8]2[S:9](=[O:17])(=[O:18])[N:10]([CH3:19])[CH:11]([CH2:14][CH2:15][CH3:16])[C:12]2=[O:13])[cH:2][cH:3][cH:4][cH:5][cH:6]1. Reactants: CO, Cl, Cl, [H][H], CC1=C(C(=O)OCCOc2ccccc2)C(c2ccccc2C)C2=C(CN(Cc3ccccc3)CC2=O)N1, O. The product is CC1=C(C(=O)OCCOc2ccccc2)C(c2ccccc2C)C2=C(CNCC2=O)N1. Reaction SMILES: [CH3:40][OH:41].[ClH:1].[ClH:42].[H:43][H:44].[O:2]([c:3]1[cH:4][cH:5][cH:6][cH:7][cH:8]1)[CH2:9][CH2:10][O:11][C:12](=[O:13])[C:14]1=[C:15]([CH3:39])[NH:16][C:17]2=[C:22]([C:21](=[O:31])[CH2:20][N:19]([CH2:32][c:33]3[cH:34][cH:35][cH:36][cH:37][cH:38]3)[CH2:18]2)[CH:23]1[c:24]1[c:25]([CH3:30])[cH:26][cH:27][cH:28][cH:29]1.[OH2:45]>>[O:2]([c:3]1[cH:4][cH:5][cH:6][cH:7][cH:8]1)[CH2:9][CH2:10][O:11][C:12](=[O:13])[C:14]1=[C:15]([CH3:39])[NH:16][C:17]2=[C:22]([C:21](=[O:31])[CH2:20][NH:19][CH2:18]2)[CH:23]1[c:24]1[c:25]([CH3:30])[cH:26][cH:27][cH:28][cH:29]1. Reactants: N[C@H]1CC[C@H](CC1)C(=O)O (cis-4-aminocyclohexylcarboxylic acid), N1=C(Cl)N=C(Cl)N=C1Cl (cyanuric chloride), [OH-].[Na+] (NaOH). The solvent is CC#N.O (CH3CN H2O). Reaction conditions: temperature 0 celsius, time 15 minute. The product is ClC1=NC(=NC(=N1)Cl)N[C@H]1CC[C@H](CC1)C(=O)O (cis-4-(4,6-dichloro-1,3,5-triazin-2-ylamino)cyclohexanecarboxylic acid). As a reaction SMILES: [N:1]1[C:8]([Cl:9])=[N:7][C:5](Cl)=[N:4][C:2]=1[Cl:3].[NH2:10][C@@H:11]1[CH2:16][CH2:15][C@H:14]([C:17]([OH:19])=[O:18])[CH2:13][CH2:12]1.[OH-].[Na+]>CC#N.O>[Cl:9][C:8]1[N:1]=[C:2]([Cl:3])[N:4]=[C:5]([NH:10][C@@H:11]2[CH2:16][CH2:15][C@H:14]([C:17]([OH:19])=[O:18])[CH2:13][CH2:12]2)[N:7]=1 |f:2.3,4.5|. Reported procedure: A mixture of cyanuric chloride (493.65 mg, 2.7 mmol, 1 equivalent) in CH3CN/H2O (1/1, 20 ml) was cooled to 0° C. cis-4-aminocyclohexylcarboxylic acid (283.26 mg, 2.7 mmol, 1 equivalent) was added, followed by 1N NaOH (10.7 ml, 2 equivalents). The reaction was stirred at 0° C. for 15 min. LCMS analysis showed the complete consumption of the 2,4,6-trichloro-1,3,5-triazine. The crude product was used in the next step. Starting materials: CCOC(=O)c1c(O)c(Br)c(Br)n1-c1ccccc1, CC(C)Br, CC(C)(C)[O-], CS(C)=O, [K+], O. The product is CCOC(=O)c1c(OC(C)C)c(Br)c(Br)n1-c1ccccc1. Reaction SMILES: [Br:1][c:2]1[c:3]([OH:19])[c:4]([C:14](=[O:15])[O:16][CH2:17][CH3:18])[n:5](-[c:8]2[cH:9][cH:10][cH:11][cH:12][cH:13]2)[c:6]1[Br:7].[Br:26][CH:27]([CH3:28])[CH3:29].[CH3:20][C:21]([CH3:22])([CH3:23])[O-:24].[CH3:31][S:32]([CH3:33])=[O:34].[K+:25].[OH2:30]>>[Br:1][c:2]1[c:3]([O:19][CH:21]([CH3:20])[CH3:22])[c:4]([C:14](=[O:15])[O:16][CH2:17][CH3:18])[n:5](-[c:8]2[cH:9][cH:10][cH:11][cH:12][cH:13]2)[c:6]1[Br:7]. The yield is 92.0%. Procedure: From 4.50 g of (1RS,4RS)-4-allyl-4-hydroxy-2-cyclopenten-1-yl (t-butyldimethylsilyl) ether was obtained by the same procedures as in (3) of the intermediate preparation example 1 (1RS,4RS)-4-allyl-4-methoxymethyl-2-cyclopenten-1-yl (t-butyldimethylsilyl) ether in an amount of 4.88 g. Yield 92% The product is [Si](C)(C)(C(C)(C)C)OC1C=CC(C1)(O)CC=C ((1RS,4RS)-4-allyl-4-hydroxy-2-cyclopenten-1-yl (t-butyldimethylsilyl) ether). Starting materials: CC=1CC(CC1C)O (3,4-dimethyl-3-cyclopenten-1-ol), [Si](C)(C)(C(C)(C)C)OC1C=CC(C1)(COC)CC=C ((1RS,4RS)-4-allyl-4-methoxymethyl-2-cyclopenten-1-yl (t-butyldimethylsilyl) ether). As a reaction SMILES: CC1CC([OH:8])CC=1C.[Si:9]([O:16][CH:17]1[CH2:21][C:20]([CH2:25][CH:26]=[CH2:27])(COC)[CH:19]=[CH:18]1)([C:12]([CH3:15])([CH3:14])[CH3:13])([CH3:11])[CH3:10]>>[Si:9]([O:16][CH:17]1[CH2:21][C:20]([CH2:25][CH:26]=[CH2:27])([OH:8])[CH:19]=[CH:18]1)([C:12]([CH3:15])([CH3:14])[CH3:13])([CH3:11])[CH3:10]. The reactants are CC(=O)Nc1cccc2c(=O)[nH]c3ccccc3c(=O)c12, CI, CN(C)C=O, CO, O. Yields the product CC(=O)Nc1cccc2c(=O)n(C)c3ccccc3c(=O)c12. As a reaction SMILES: [C:1]([CH3:2])(=[O:3])[NH:4][c:5]1[cH:6][cH:7][cH:8][c:9]2[c:10]1[c:11](=[O:21])[c:12]1[c:13]([nH:14][c:15]2=[O:16])[cH:17][cH:18][cH:19][cH:20]1.[CH3:22][I:23].[CH3:25][N:26]([CH3:27])[CH:28]=[O:29].[CH3:30][OH:31].[OH2:24]>>[C:1]([CH3:2])(=[O:3])[NH:4][c:5]1[cH:6][cH:7][cH:8][c:9]2[c:10]1[c:11](=[O:21])[c:12]1[c:13]([n:14]([CH3:22])[c:15]2=[O:16])[cH:17][cH:18][cH:19][cH:20]1.